This data is from the Open Reaction Database (ORD), a public repository of structured organic reaction records. The task is: describe an organic reaction: reactants, conditions, products, and yield Starting materials: [Al+3], [Cl-], [Cl-], [Cl-], Clc1nnc(Cl)c2ccccc12, CC(Cl)Cl, O, Oc1ccc2ccccc2c1. Yields the product Oc1ccc2ccccc2c1-c1nnc(Cl)c2ccccc12. As a reaction SMILES: [Al+3:25].[Cl-:24].[Cl-:26].[Cl-:27].[Cl:1][c:2]1[n:3][n:4][c:5]([Cl:12])[c:6]2[cH:7][cH:8][cH:9][cH:10][c:11]12.[Cl:29][CH:30]([Cl:31])[CH3:32].[OH2:28].[OH:13][c:14]1[cH:15][cH:16][c:17]2[cH:18][cH:19][cH:20][cH:21][c:22]2[cH:23]1>>[c:2]1(-[c:23]2[c:14]([OH:13])[cH:15][cH:16][c:17]3[cH:18][cH:19][cH:20][cH:21][c:22]32)[n:3][n:4][c:5]([Cl:12])[c:6]2[cH:7][cH:8][cH:9][cH:10][c:11]12. Starting materials: C(CC)N1CCN(CC1)C1=CC=C(C=C1)C(C)=O (p-(4-propyl-1-piperazinyl)acetophenone), C[O-].[Na+] (sodium methoxide), C(#N)CC(=O)N (2-cyanoacetamide), [Na] (sodium), C(CC)N1CCN(CC1)C1=CC=C(C(=O)CC=O)C=C1 (p-(4-propyl-1-piperazinyl)benzoylacetaldehyde), C(=O)OCC (ethyl formate). Solvent: O1CCCC1 (tetrahydrofuran), O (water), O (water), O1CCCC1 (tetrahydrofuran), C(C)(=O)O (acetic acid). The product is N1CCCCC1 (piperidine), O=C1C(C#N)=CC=CN1 (1,2-dihydro-2-oxonicotinonitrile). As a reaction SMILES: [Na].C([N:5]1CC[N:8]([C:11]2[CH:21]=[CH:20][C:14]([C:15](CC=O)=O)=CC=2)CC1)CC.C[O-].[Na+].C(N1CC[N:31]([C:34]2C=[CH:38][C:37]([C:40](=[O:42])C)=[CH:36][CH:35]=2)CC1)CC.C(OCC)=O.C(CC(N)=O)#N>O.C(O)(=O)C.O1CCCC1>[NH:8]1[CH2:11][CH2:21][CH2:20][CH2:14][CH2:15]1.[O:42]=[C:40]1[NH:31][CH:34]=[CH:35][CH:36]=[C:37]1[C:38]#[N:5] |f:2.3,^1:0|. Reported procedure: From a solution of the sodium salt of p-(4-propyl-1-piperazinyl)benzoylacetaldehyde in 150 ml. of water (prepared from 5.7 g. of sodium methoxide in 500 ml. of tetrahydrofuran, and a solution of 24.6 g. of p-(4-propyl-1-piperazinyl)acetophenone and 8.0 ml. of ethyl formate in 100 ml. of tetrahydrofuran), 8.4 g of 2-cyanoacetamide and a solution consisting of 0.95 ml. of acetic acid, 4.0 ml. of water and 0.9 ml. of piperidine, there is obtained 6-[p-propyl-1-piperazinyl)phenyl]-1,2-dihydro-2-oxon... The reactants are CC(=O)OC1CC2=CCC3C4CCC(C(C)CCCO)C4(C)CCC3C2(C)C(OC(C)=O)C1, ClCCl, O=[Cr](=O)([O-])Cl, c1cc[nH+]cc1. Product: CC(=O)OC1CC2=CCC3C4CCC(C(C)CCC=O)C4(C)CCC3C2(C)C(OC(C)=O)C1. As a reaction SMILES: [C:1]([CH3:2])(=[O:3])[O:4][CH:5]1[CH2:6][CH:7]([O:30][C:31]([CH3:32])=[O:33])[CH2:8][C:9]2=[CH:10][CH2:11][CH:12]3[CH:13]4[CH2:14][CH2:15][CH:16]([CH:17]([CH2:18][CH2:19][CH2:20][OH:21])[CH3:22])[C:23]4([CH3:29])[CH2:24][CH2:25][CH:26]3[C:27]12[CH3:28].[CH2:45]([Cl:46])[Cl:47].[O:34]=[Cr:35]([Cl:36])([O-:37])=[O:38].[nH+:39]1[cH:40][cH:41][cH:42][cH:43][cH:44]1>>[C:1]([CH3:2])(=[O:3])[O:4][CH:5]1[CH2:6][CH:7]([O:30][C:31]([CH3:32])=[O:33])[CH2:8][C:9]2=[CH:10][CH2:11][CH:12]3[CH:13]4[CH2:14][CH2:15][CH:16]([CH:17]([CH2:18][CH2:19][CH:20]=[O:21])[CH3:22])[C:23]4([CH3:29])[CH2:24][CH2:25][CH:26]3[C:27]12[CH3:28]. Product: COc1nc2c(OCc3c(Cl)ccc(N(C)C(=O)CNC(=O)C=Cc4ccc(C(=O)Nc5ccncc5)nc4)c3Cl)cccc2n1C. Reaction SMILES: [C:1](=[O:2])([OH:3])[c:4]1[cH:5][cH:6][c:7]([CH:10]=[CH:11][C:12](=[O:13])[NH:14][CH2:15][C:16](=[O:17])[N:18]([CH3:19])[c:20]2[c:21]([Cl:41])[c:22]([CH2:23][O:24][c:25]3[cH:26][cH:27][cH:28][c:29]4[n:30]([CH3:36])[c:31]([O:34][CH3:35])[n:32][c:33]34)[c:37]([Cl:40])[cH:38][cH:39]2)[cH:8][n:9]1.[CH2:50]([N:51]=[C:52]=[N:53][CH2:54][CH2:55][CH2:56][N:57]([CH3:58])[CH3:59])[CH3:60].[CH3:71][N:72]([CH3:73])[CH:74]=[O:75].[ClH:49].[NH2:42][c:43]1[cH:44][cH:45][n:46][cH:47][cH:48]1.[OH2:76].[OH:61][n:62]1[c:63]2[cH:64][cH:65][cH:66][cH:67][c:68]2[n:69][n:70]1>>[C:1](=[O:3])([c:4]1[cH:5][cH:6][c:7]([CH:10]=[CH:11][C:12](=[O:13])[NH:14][CH2:15][C:16](=[O:17])[N:18]([CH3:19])[c:20]2[c:21]([Cl:41])[c:22]([CH2:23][O:24][c:25]3[cH:26][cH:27][cH:28][c:29]4[n:30]([CH3:36])[c:31]([O:34][CH3:35])[n:32][c:33]34)[c:37]([Cl:40])[cH:38][cH:39]2)[cH:8][n:9]1)[NH:42][c:43]1[cH:44][cH:45][n:46][cH:47][cH:48]1. The reactants are COc1nc2c(OCc3c(Cl)ccc(N(C)C(=O)CNC(=O)C=Cc4ccc(C(=O)O)nc4)c3Cl)cccc2n1C, CCN=C=NCCCN(C)C, CN(C)C=O, Cl, Nc1ccncc1, O, On1nnc2ccccc21. Starting materials: O1CCOC12CCN(CC2)C#N (1,4-dioxa-8-aza-spiro[4.5]decane-8-carbonitrile), ONC(C(C)(C)C)=N (N-hydroxy-2,2-dimethyl-propionamidine), Intermediate 2. Product: C(C)(C)(C)C1=NOC(=N1)N1CCC2(OCCO2)CC1 (8-(3-tert-Butyl-[1,2,4]oxadiazol-5-yl)-1,4-dioxa-8-aza-spiro[4.5]decane). Reaction SMILES: [O:1]1[C:5]2([CH2:10][CH2:9][N:8]([C:11]#[N:12])[CH2:7][CH2:6]2)[O:4][CH2:3][CH2:2]1.[OH:13][NH:14][C:15](=N)[C:16]([CH3:19])([CH3:18])[CH3:17]>>[C:16]([C:15]1[N:12]=[C:11]([N:8]2[CH2:7][CH2:6][C:5]3([O:4][CH2:3][CH2:2][O:1]3)[CH2:10][CH2:9]2)[O:13][N:14]=1)([CH3:19])([CH3:18])[CH3:17]. Reported procedure: The title compound is prepared from 1,4-dioxa-8-aza-spiro[4.5]decane-8-carbonitrile and N-hydroxy-2,2-dimethyl-propionamidine following a procedure analogous to that described in Intermediate 2. LC (method 8): tR=1.53 min; Mass spectrum (ESI+): m/z=268 [M+H]+.